From a dataset of the Open Reaction Database (ORD), a public repository of structured organic reaction records. describe an organic reaction: reactants, conditions, products, and yield Starting materials: CN(C=O)C (N,N-dimethylformamide), N1(CCCCC1)CCCN1N=C(C2=CC=CC=C12)N (1-(3-piperidinopropyl)-3-aminoindazole), Br.BrCCCN(CC)CC (3-bromopropyldiethylamine hydrobromide), C([O-])([O-])=O.[K+].[K+] (potassium carbonate). Solvent: C(Cl)(Cl)Cl (chloroform), O (water). Reaction conditions: temperature 80 celsius, time 12 hour. Yields the product N1(CCCCC1)CCCN1N=C(C2=CC=CC=C12)NCCCN(CC)CC (1-(3-piperidinopropyl)-3-(3-diethylaminopropylamino)indazole). The yield is 51.5%. Reaction SMILES: CN(C)C=O.[N:6]1([CH2:12][CH2:13][CH2:14][N:15]2[C:23]3[C:18](=[CH:19][CH:20]=[CH:21][CH:22]=3)[C:17]([NH2:24])=[N:16]2)[CH2:11][CH2:10][CH2:9][CH2:8][CH2:7]1.Br.Br[CH2:27][CH2:28][CH2:29][N:30]([CH2:33][CH3:34])[CH2:31][CH3:32].C(=O)([O-])[O-].[K+].[K+]>C(Cl)(Cl)Cl.O>[N:6]1([CH2:12][CH2:13][CH2:14][N:15]2[C:23]3[C:18](=[CH:19][CH:20]=[CH:21][CH:22]=3)[C:17]([NH:24][CH2:27][CH2:28][CH2:29][N:30]([CH2:33][CH3:34])[CH2:31][CH3:32])=[N:16]2)[CH2:7][CH2:8][CH2:9][CH2:10][CH2:11]1 |f:2.3,4.5.6|. Procedure details: To 60 ml of anhydrous N,N-dimethylformamide were added 8.4 g of the 1-(3-piperidinopropyl)-3-aminoindazole, 8.98 g of 3-bromopropyldiethylamine hydrobromide and 7.89 g of anhydrous potassium carbonate, and the mixture was stirred for 12 hours at 80° C. After cooling, the mixture was added with 80 ml of water and extracted with diethyl ether. The diethyl ether layer was extracted three times with 2N hydrochloric acid, and the hydrochloric acid layer was washed with diethyl ether. The pH of the la...